Task: describe an organic reaction: reactants, conditions, products, and yield. Dataset: the Open Reaction Database (ORD), a public repository of structured organic reaction records The reactants are N1N=NC=C1 (1,2,3-Triazole), [I-].[Na+] (sodium iodide), [OH-].[Na+] (sodium hydroxide), ClCCCCC1=CC=CC=C1 (1-Chloro-4-phenylbutane). Solvent: C(C)(C)(CC)O (t-amyl alcohol), C(C)(C)(CC)O (t-amyl alcohol), C1(=CC=CC=C1)C (toluene). Run at time 1 hour. The product is C1(=CC=CC=C1)CCCCN1N=NC=C1 (1-(4-phenylbutyl)-1H-1,2,3-triazole). Isolated yield 81.0%. Reaction SMILES: [NH:1]1[CH:5]=[CH:4][N:3]=[N:2]1.[I-].[Na+].[OH-].[Na+].Cl[CH2:11][CH2:12][CH2:13][CH2:14][C:15]1[CH:20]=[CH:19][CH:18]=[CH:17][CH:16]=1>C(O)(CC)(C)C.C1(C)C=CC=CC=1>[C:15]1([CH2:14][CH2:13][CH2:12][CH2:11][N:1]2[CH:5]=[CH:4][N:3]=[N:2]2)[CH:20]=[CH:19][CH:18]=[CH:17][CH:16]=1 |f:1.2,3.4|. Procedure: 1,2,3-Triazole (1623 mg, 23.5 mmol), sodium iodide (2353 mg, 15.7 mmol) and sodium hydroxide (940 mg, 23.5 mmol) were added to t-amyl alcohol (6.2 ml), and the mixture was refluxed under stirring for 1 hour. 1-Chloro-4-phenylbutane (2648 mg, 15.7 mmol) was dissolved in t-amyl alcohol (6.2 ml) and added dropwise under reflux over 1 hour. The mixture was refluxed under stirring for 2 hours and cooled to room temperature, and toluene (50 ml) was added. The mixture was washed with water (50 ml×2), d...